This data is from the Open Reaction Database (ORD), a public repository of structured organic reaction records. The task is: describe an organic reaction: reactants, conditions, products, and yield The reactants are CC1=C(C=C(C=C1)C)C1C(CCCC1)=O (2-(2,5-Dimethyl-phenyl)-cyclohexanone), BrBr (bromine). Procedure: 2-(2,5-Dimethyl-phenyl)-cyclohexanone (51 mg, 0.25 mmol) was dissolved in chloroform (1 mL). To this solution bromine (42.3 mg, 0.27 mmol) in chloroform (0.5 mL) was added drop wise at room temperature. The reaction was stirred for 1½ hours at room temperature. The solvent was removed under reduced pressure to yield the crude title compound (81 mg) which was used directly in the next step without further purification. Reaction SMILES: [CH3:1][C:2]1[CH:7]=[CH:6][C:5]([CH3:8])=[CH:4][C:3]=1[CH:9]1[CH2:14][CH2:13][CH2:12][CH2:11][C:10]1=[O:15].[Br:16]Br>C(Cl)(Cl)Cl>[Br:16][CH:11]1[C:10](=[O:15])[CH:9]([C:3]2[CH:4]=[C:5]([CH3:8])[CH:6]=[CH:7][C:2]=2[CH3:1])[CH2:14][CH2:13][CH2:12]1. Product: BrC1CCCC(C1=O)C1=C(C=CC(=C1)C)C (6-Bromo-2-(2,5-dimethyl-phenyl)-cyclohexanone). The solvent is C(Cl)(Cl)Cl (chloroform), C(Cl)(Cl)Cl (chloroform). The yield is 115.2%. Reactants: FC(F)(F)C(F)(F)C(F)(F)C(F)(F)CCCCOc1ccc(Br)cc1, COCCOC, OB(O)c1cccc(F)c1F, [Na+], [Na+], O=C([O-])[O-], c1ccc(P(c2ccccc2)(c2ccccc2)[Pd](P(c2ccccc2)(c2ccccc2)c2ccccc2)(P(c2ccccc2)(c2ccccc2)c2ccccc2)P(c2ccccc2)(c2ccccc2)c2ccccc2)cc1. The product is Fc1cccc(-c2ccc(OCCCCC(F)(F)C(F)(F)C(F)(F)C(F)(F)F)cc2)c1F. Reaction SMILES: [Br:1][c:2]1[cH:3][cH:4][c:5]([O:8][CH2:9][CH2:10][CH2:11][CH2:12][C:13]([C:14]([C:15]([C:16]([F:17])([F:18])[F:19])([F:20])[F:21])([F:22])[F:23])([F:24])[F:25])[cH:6][cH:7]1.[CH3:120][O:121][CH2:122][CH2:123][O:124][CH3:125].[F:26][c:27]1[c:28]([B:34]([OH:35])[OH:36])[cH:29][cH:30][cH:31][c:32]1[F:33].[Na+:37].[Na+:38].[O-:39][C:40](=[O:41])[O-:42].[cH:43]1[cH:44][cH:45][c:46]([P:47]([Pd:48]([P:49]([c:50]2[cH:51][cH:52][cH:53][cH:54][cH:55]2)([c:56]2[cH:57][cH:58][cH:59][cH:60][cH:61]2)[c:62]2[cH:63][cH:64][cH:65][cH:66][cH:67]2)([P:68]([c:69]2[cH:70][cH:71][cH:72][cH:73][cH:74]2)([c:75]2[cH:76][cH:77][cH:78][cH:79][cH:80]2)[c:81]2[cH:82][cH:83][cH:84][cH:85][cH:86]2)[P:87]([c:88]2[cH:89][cH:90][cH:91][cH:92][cH:93]2)([c:94]2[cH:95][cH:96][cH:97][cH:98][cH:99]2)[c:100]2[cH:101][cH:102][cH:103][cH:104][cH:105]2)([c:106]2[cH:107][cH:108][cH:109][cH:110][cH:111]2)[c:112]2[cH:113][cH:114][cH:115][cH:116][cH:117]2)[cH:118][cH:119]1>>[c:2]1(-[c:28]2[c:27]([F:26])[c:32]([F:33])[cH:31][cH:30][cH:29]2)[cH:3][cH:4][c:5]([O:8][CH2:9][CH2:10][CH2:11][CH2:12][C:13]([C:14]([C:15]([C:16]([F:17])([F:18])[F:19])([F:20])[F:21])([F:22])[F:23])([F:24])[F:25])[cH:6][cH:7]1. Reactants: C1COCCO1, CCN(C(C)C)C(C)C, NCCc1c(Cl)ncnc1NC1CCc2ccccc21. The product is c1ccc2c(c1)CCC2Nc1ncnc2c1CCN2. RXN SMILES: [CH2:30]1[O:31][CH2:32][CH2:33][O:34][CH2:35]1.[CH:21]([N:22]([CH2:23][CH3:24])[CH:25]([CH3:26])[CH3:27])([CH3:28])[CH3:29].[NH2:1][CH2:2][CH2:3][c:4]1[c:5]([NH:11][CH:12]2[CH2:13][CH2:14][c:15]3[cH:16][cH:17][cH:18][cH:19][c:20]32)[n:6][cH:7][n:8][c:9]1[Cl:10]>>[NH:1]1[CH2:2][CH2:3][c:4]2[c:5]([NH:11][CH:12]3[CH2:13][CH2:14][c:15]4[cH:16][cH:17][cH:18][cH:19][c:20]43)[n:6][cH:7][n:8][c:9]21. The reactants are CN(C)c1cc(NC(=O)OC(C)(C)C)c(NC(=O)CC(=O)c2cccc(-n3ccnn3)c2)cc1C(F)(F)F, ClCCl, O=C(O)C(F)(F)F. Yields the product CN(C)c1cc2c(cc1C(F)(F)F)NC(=O)CC(c1cccc(-n3ccnn3)c1)=N2. Reaction SMILES: [C:1]([O:2][C:3](=[O:4])[NH:7][c:8]1[c:9]([NH:21][C:22]([CH2:23][C:24](=[O:5])[c:25]2[cH:26][c:27](-[n:31]3[n:32][n:33][cH:34][cH:35]3)[cH:28][cH:29][cH:30]2)=[O:37])[cH:10][c:11]([C:17]([F:18])([F:19])[F:20])[c:12]([N:14]([CH3:15])[CH3:16])[cH:13]1)([CH3:6])([CH3:36])[CH3:38].[Cl:46][CH2:47][Cl:48].[F:39][C:40]([F:41])([F:42])[C:43]([OH:44])=[O:45]>>[N:7]1=[C:24]([c:25]2[cH:26][c:27](-[n:31]3[n:32][n:33][cH:34][cH:35]3)[cH:28][cH:29][cH:30]2)[CH2:23][C:22](=[O:37])[NH:21][c:9]2[c:8]1[cH:13][c:12]([N:14]([CH3:15])[CH3:16])[c:11]([C:17]([F:18])([F:19])[F:20])[cH:10]2. Starting materials: CN1C(NC2=C1C=CC(=C2)[N+](=O)[O-])=S (1-Methyl-5-nitro-1,3-dihydro-benzoimidazole-2-thione), C(=O)([O-])[O-].[Na+].[Na+] (Na2CO3), CI (MeI). Solvent: CC(=O)C (acetone). Yields the product CN1C(=NC2=C1C=CC(=C2)[N+](=O)[O-])SC (1-Methyl-2-methylsulfanyl-5-nitro-1H-benzoimidazole). RXN SMILES: [CH3:1][N:2]1[C:6]2[CH:7]=[CH:8][C:9]([N+:11]([O-:13])=[O:12])=[CH:10][C:5]=2[NH:4][C:3]1=[S:14].[C:15]([O-])([O-])=O.[Na+].[Na+].CI>CC(C)=O>[CH3:1][N:2]1[C:6]2[CH:7]=[CH:8][C:9]([N+:11]([O-:13])=[O:12])=[CH:10][C:5]=2[N:4]=[C:3]1[S:14][CH3:15] |f:1.2.3|. Procedure: A mixture of 1-Methyl-5-nitro-1,3-dihydro-benzoimidazole-2-thione (5.16 g, 24.7 mmol), Na2CO3 (2.88 g, 27.2 mmol) and MeI (3.68 g, 25.94 mmol) in acetone (150 ml) was refluxed overnight. The mix was filtered hot and the filtrate was concentrated to about 50 ml, the product was collected by filtration and washed with a small amount of cold CH2Cl2, drying left 4.58 g as a mustard yellow solid: LC/MS(m/e) at 224.0 [M+H]+, Rt at 1.55 min. Starting materials: FC1=NC(=CC(=C1)C1=CNC2=NC=CC=C21)F (3-(2,6-difluoropyridin-4-yl)-1H-pyrrolo[2,3-b]pyridine), [C@H]1(CC[C@H](CC1)N)N (trans-cyclohexane-1,4-diamine). Solvent: C(C)O (ethanol). Product: FC1=CC(=CC(=N1)N[C@@H]1CC[C@H](CC1)N)C1=CNC2=NC=CC=C21 (trans-N1-(6-fluoro-4-(1H-pyrrolo[2,3-b]pyridin-3-yl)pyridin-2-yl)cyclohexane-1,4-diamine). RXN SMILES: F[C:2]1[CH:7]=[C:6]([C:8]2[C:16]3[C:11](=[N:12][CH:13]=[CH:14][CH:15]=3)[NH:10][CH:9]=2)[CH:5]=[C:4]([F:17])[N:3]=1.[C@H:18]1([NH2:25])[CH2:23][CH2:22][C@H:21]([NH2:24])[CH2:20][CH2:19]1>C(O)C>[F:17][C:4]1[N:3]=[C:2]([NH:24][C@H:21]2[CH2:22][CH2:23][C@H:18]([NH2:25])[CH2:19][CH2:20]2)[CH:7]=[C:6]([C:8]2[C:16]3[C:11](=[N:12][CH:13]=[CH:14][CH:15]=3)[NH:10][CH:9]=2)[CH:5]=1. Reported procedure: A mixture of EXAMPLE 56B (0.60 g, 2.60 mmol) and trans-cyclohexane-1,4-diamine (1.04 g, 9.08 mmol) in ethanol (10 mL) was heated at in a Biotage Initiator microwave reactor at 170° C. for 80 minutes. After concentration, the residue was treated with 20% brine and extracted twice with ethyl acetate. The combined organic layers were concentrated and purified on a 110 g silica column (KP-NH from Biotage) eluting with ethyl acetate/methanol (97:3 to 90:10) to give the title compound. The reactants are COc1ccc(C=O)cc1OC, CC(=O)OC(C)=O, CCO, Cl, NO, [Na+], O=C=O, [OH-], O. Product: COc1ccc(C#N)cc1OC. RXN SMILES: [CH3:1][O:2][c:3]1[cH:4][c:5]([CH:6]=[O:7])[cH:8][cH:9][c:10]1[O:11][CH3:12].[CH3:21][C:22]([O:23][C:24](=[O:25])[CH3:26])=[O:27].[CH3:28][CH2:29][OH:30].[ClH:13].[NH2:14][OH:15].[Na+:17].[O:18]=[C:19]=[O:20].[OH-:16].[OH2:31]>>[CH3:1][O:2][c:3]1[cH:4][c:5]([C:6]#[N:14])[cH:8][cH:9][c:10]1[O:11][CH3:12]. The reactants are COc1cc(C)c(N)cc1OC, FC(F)(F)c1cc(Cl)nc(-c2cnccn2)n1. The product is Cl, COc1cc(C)c(Nc2cc(C(F)(F)F)nc(-c3cnccn3)n2)cc1OC. As a reaction SMILES: [CH3:18][O:19][c:20]1[cH:21][c:22]([CH3:29])[c:23]([NH2:24])[cH:25][c:26]1[O:27][CH3:28].[Cl:1][c:2]1[n:3][c:4](-[c:12]2[n:13][cH:14][cH:15][n:16][cH:17]2)[n:5][c:6]([C:8]([F:9])([F:10])[F:11])[cH:7]1>>[ClH:1].[c:2]1([NH:24][c:23]2[c:22]([CH3:29])[cH:21][c:20]([O:19][CH3:18])[c:26]([O:27][CH3:28])[cH:25]2)[n:3][c:4](-[c:12]2[n:13][cH:14][cH:15][n:16][cH:17]2)[n:5][c:6]([C:8]([F:9])([F:10])[F:11])[cH:7]1. The reactants are [NH3+]C1CCCCC1OCC(=O)O, [Cl-], [Na+], [OH-], O=C=Nc1ccccc1. Product: O=C(O)COC1CCCCC1NC(=O)Nc1ccccc1. Reaction SMILES: [C:2](=[O:3])([OH:4])[CH2:5][O:6][CH:7]1[CH:8]([NH3+:13])[CH2:9][CH2:10][CH2:11][CH2:12]1.[Cl-:1].[Na+:24].[OH-:23].[c:14]1([N:20]=[C:21]=[O:22])[cH:15][cH:16][cH:17][cH:18][cH:19]1>>[C:2](=[O:3])([OH:4])[CH2:5][O:6][CH:7]1[CH:8]([NH:13][C:21]([NH:20][c:14]2[cH:15][cH:16][cH:17][cH:18][cH:19]2)=[O:22])[CH2:9][CH2:10][CH2:11][CH2:12]1.